Dataset: the Open Reaction Database (ORD), a public repository of structured organic reaction records. Task: describe an organic reaction: reactants, conditions, products, and yield As a reaction SMILES: [C:1]([c:2]1[cH:3][cH:4][cH:5][cH:6][cH:7]1)(=[O:8])[O:9][CH2:10][c:11]1[c:12](-[c:24]2[c:25]([O:31][CH3:32])[cH:26][cH:27][c:28]([F:30])[cH:29]2)[cH:13][cH:14][c:15]2[c:20]1[NH:19][C:18](=[O:21])[C:17]([CH3:22])([CH3:23])[NH:16]2.[CH3:33][I:34].[CH3:35][N:36]([CH3:37])[CH:38]=[O:39].[CH3:40][CH2:41][O:42][C:43](=[O:44])[CH3:45]>>[C:1]([c:2]1[cH:3][cH:4][cH:5][cH:6][cH:7]1)(=[O:8])[O:9][CH2:10][c:11]1[c:12](-[c:24]2[c:25]([O:31][CH3:32])[cH:26][cH:27][c:28]([F:30])[cH:29]2)[cH:13][cH:14][c:15]2[c:20]1[N:19]([CH3:33])[C:18](=[O:21])[C:17]([CH3:22])([CH3:23])[NH:16]2. The product is COc1ccc(F)cc1-c1ccc2c(c1COC(=O)c1ccccc1)N(C)C(=O)C(C)(C)N2. Reactants: COc1ccc(F)cc1-c1ccc2c(c1COC(=O)c1ccccc1)NC(=O)C(C)(C)N2, CI, CN(C)C=O, CCOC(C)=O. Reactants: F[B-](F)(F)F, CCN(C(C)C)C(C)C, CCOC(C)=O, CCNCc1ccccc1F, CN(C)C=O, O=C(O)COc1ccc(O)cc1, CN(C)C(On1nnc2ccccc21)=[N+](C)C. Product: CCN(Cc1ccccc1F)C(=O)COc1ccc(O)cc1. Reaction SMILES: [B-:24]([F:25])([F:26])([F:27])[F:28].[CH2:46]([N:47]([CH:48]([CH3:49])[CH3:50])[CH:51]([CH3:52])[CH3:53])[CH3:54].[CH3:60][CH2:61][O:62][C:63]([CH3:64])=[O:65].[F:1][c:2]1[c:3]([CH2:4][NH:5][CH2:6][CH3:7])[cH:8][cH:9][cH:10][cH:11]1.[O:55]=[CH:56][N:57]([CH3:58])[CH3:59].[OH:12][c:13]1[cH:14][cH:15][c:16]([O:17][CH2:18][C:19](=[O:20])[OH:21])[cH:22][cH:23]1.[n:29]1([O:30][C:31]([N:32]([CH3:33])[CH3:34])=[N+:35]([CH3:36])[CH3:37])[c:38]2[cH:39][cH:40][cH:41][cH:42][c:43]2[n:44][n:45]1>>[F:1][c:2]1[c:3]([CH2:4][N:5]([CH2:6][CH3:7])[C:19]([CH2:18][O:17][c:16]2[cH:15][cH:14][c:13]([OH:12])[cH:23][cH:22]2)=[O:20])[cH:8][cH:9][cH:10][cH:11]1. Reactants: CCOCCO, N#Cc1cnc2cc(Cl)c([N+](=O)[O-])cc2c1Cl, Cl, [Na+], [Na+], O=C([O-])[O-], Nc1ccc(Oc2ccccc2)cc1, O, c1ccncc1. The product is N#Cc1cnc2cc(Cl)c([N+](=O)[O-])cc2c1Nc1ccc(Oc2ccccc2)cc1. As a reaction SMILES: [CH3:45][CH2:46][O:47][CH2:48][CH2:49][OH:50].[Cl:1][c:2]1[c:3]([C:16]#[N:17])[cH:4][n:5][c:6]2[cH:7][c:8]([Cl:15])[c:9]([N+:12](=[O:13])[O-:14])[cH:10][c:11]12.[ClH:32].[Na+:39].[Na+:40].[O-:41][C:42](=[O:43])[O-:44].[O:18]([c:19]1[cH:20][cH:21][cH:22][cH:23][cH:24]1)[c:25]1[cH:26][cH:27][c:28]([NH2:29])[cH:30][cH:31]1.[OH2:51].[n:33]1[cH:34][cH:35][cH:36][cH:37][cH:38]1>>[c:2]1([NH:29][c:28]2[cH:27][cH:26][c:25]([O:18][c:19]3[cH:20][cH:21][cH:22][cH:23][cH:24]3)[cH:31][cH:30]2)[c:3]([C:16]#[N:17])[cH:4][n:5][c:6]2[cH:7][c:8]([Cl:15])[c:9]([N+:12](=[O:13])[O-:14])[cH:10][c:11]12. Starting materials: Cc1cc(-n2cccn2)c2cccc(OCc3c(Cl)ccc(-n4cccc4C(=O)O)c3Cl)c2n1, CCN=C=NCCCN(C)C, CN(C)C=O, Cl, N, O, On1nnc2ccccc21. The product is Cc1cc(-n2cccn2)c2cccc(OCc3c(Cl)ccc(-n4cccc4C(N)=O)c3Cl)c2n1. Reaction SMILES: [C:1](=[O:2])([OH:3])[c:4]1[n:5](-[c:9]2[c:10]([Cl:34])[c:11]([CH2:16][O:17][c:18]3[cH:19][cH:20][cH:21][c:22]4[c:23](-[n:29]5[n:30][cH:31][cH:32][cH:33]5)[cH:24][c:25]([CH3:28])[n:26][c:27]34)[c:12]([Cl:15])[cH:13][cH:14]2)[cH:6][cH:7][cH:8]1.[CH2:36]([N:38]=[C:37]=[N:39][CH2:40][CH2:41][CH2:42][N:43]([CH3:44])[CH3:45])[CH3:46].[CH3:58][N:59]([CH3:60])[CH:61]=[O:62].[ClH:35].[NH3:57].[OH2:63].[OH:47][n:48]1[c:49]2[cH:50][cH:51][cH:52][cH:53][c:54]2[n:55][n:56]1>>[C:1](=[O:2])([c:4]1[n:5](-[c:9]2[c:10]([Cl:34])[c:11]([CH2:16][O:17][c:18]3[cH:19][cH:20][cH:21][c:22]4[c:23](-[n:29]5[n:30][cH:31][cH:32][cH:33]5)[cH:24][c:25]([CH3:28])[n:26][c:27]34)[c:12]([Cl:15])[cH:13][cH:14]2)[cH:6][cH:7][cH:8]1)[NH2:38]. Starting materials: COC=1C=C(CC2=NN=C(O2)NC=2C=C3C(=NNC3=CC2)C=C)C=CC1 ([5-(3-methoxybenzyl)-1,3,4-oxadiazol-2-yl]-(3-vinyl-1H-indazol-5-yl)amine). Reagents/catalysts: [Pd] (Pd/C). The solvent is CO (methanol). Product: C(C)C1=NNC2=CC=C(C=C12)NC=1OC(=NN1)CC1=CC(=CC=C1)OC ((3-ethyl-1H-indazol-5-yl)-[5-(3-methoxybenzyl)-1,3,4-oxadiazol-2-yl]amine). Isolated yield 33.1%. Reaction SMILES: [CH3:1][O:2][C:3]1[CH:4]=[C:5]([CH:24]=[CH:25][CH:26]=1)[CH2:6][C:7]1[O:11][C:10]([NH:12][C:13]2[CH:14]=[C:15]3[C:19](=[CH:20][CH:21]=2)[NH:18][N:17]=[C:16]3[CH:22]=[CH2:23])=[N:9][N:8]=1>CO.[Pd]>[CH2:22]([C:16]1[C:15]2[C:19](=[CH:20][CH:21]=[C:13]([NH:12][C:10]3[O:11][C:7]([CH2:6][C:5]4[CH:24]=[CH:25][CH:26]=[C:3]([O:2][CH3:1])[CH:4]=4)=[N:8][N:9]=3)[CH:14]=2)[NH:18][N:17]=1)[CH3:23]. Procedure: 150 mg of [5-(3-methoxybenzyl)-1,3,4-oxadiazol-2-yl]-(3-vinyl-1H-indazol-5-yl)amine (as trifluoroacetic acid salt, prepared from “A43”) are hydrogenated at room temperature in 10 ml of methanol in the presence of 150 mg of Pd/C. The reaction mixture is filtered and evaporated. Purification by column chromatography on silica gel (eluent: heptane/EA) gives 50 mg of (3-ethyl-1H-indazol-5-yl)-[5-(3-methoxybenzyl)-1,3,4-oxadiazol-2-yl]amine (44%); MS-FAB (M+H+)=350.39; Rf (polar method): 1.836 min.; Reactants: C(#N)NC(SC)=NCC#C (N-Cyano-N'-(2-propyn-1-yl)-S-methylisothiourea), CN(C)CC1=CC=C(O1)CSCCN (2-[(5-dimethylaminomethyl-2-furyl)methylthio]ethylamine). Yields the product C(#N)NC(=NCCSCC=1OC(=CC1)CN(C)C)NCC#C (N-Cyano-N'-(2-propyn-1-yl)-N"-{2-[(5-dimethylaminomethyl-2-furyl)methylthio]ethyl}guanidine). RXN SMILES: [C:1]([NH:3][C:4](=[N:7][CH2:8][C:9]#[CH:10])SC)#[N:2].[CH3:11][N:12]([CH2:14][C:15]1[O:19][C:18]([CH2:20][S:21][CH2:22][CH2:23][NH2:24])=[CH:17][CH:16]=1)[CH3:13]>>[C:1]([NH:3][C:4]([NH:7][CH2:8][C:9]#[CH:10])=[N:24][CH2:23][CH2:22][S:21][CH2:20][C:18]1[O:19][C:15]([CH2:14][N:12]([CH3:13])[CH3:11])=[CH:16][CH:17]=1)#[N:2]. Procedure details: The product of Step A is reacted with about an equimolar amount of 2-[(5-dimethylaminomethyl-2-furyl)methylthio]ethylamine in a non-reactive solvent to give, after workup and chromatography as in Example 3, the title product. Starting materials: N#Cc1ccc(N(Cc2cc(Cl)c(OCc3ccccc3)c(Cl)c2)n2cnnc2)cc1, C1CCOC1, CO, CCOC(C)=O. Product: N#Cc1ccc(N(Cc2cc(Cl)c(O)c(Cl)c2)n2cnnc2)cc1. RXN SMILES: [CH2:1]([c:2]1[cH:3][cH:4][cH:5][cH:6][cH:7]1)[O:8][c:9]1[c:10]([Cl:31])[cH:11][c:12]([CH2:13][N:14]([c:15]2[cH:16][cH:17][c:18]([C:19]#[N:20])[cH:21][cH:22]2)[n:23]2[cH:24][n:25][n:26][cH:27]2)[cH:28][c:29]1[Cl:30].[CH2:34]1[O:35][CH2:36][CH2:37][CH2:38]1.[CH3:32][OH:33].[CH3:39][CH2:40][O:41][C:42]([CH3:43])=[O:44]>>[OH:8][c:9]1[c:10]([Cl:31])[cH:11][c:12]([CH2:13][N:14]([c:15]2[cH:16][cH:17][c:18]([C:19]#[N:20])[cH:21][cH:22]2)[n:23]2[cH:24][n:25][n:26][cH:27]2)[cH:28][c:29]1[Cl:30]. Yields the product CCOC(=O)COC1c2ccccc2-c2ccccc21. Reactants: CCOC(=O)CBr, CN(C)C=O, Cl, [H-], [Na+], OC1c2ccccc2-c2ccccc21. Reaction SMILES: [Br:17][CH2:18][C:19](=[O:20])[O:21][CH2:22][CH3:23].[CH3:25][N:26]([CH3:27])[CH:28]=[O:29].[ClH:24].[H-:1].[Na+:2].[cH:3]1[cH:4][cH:5][cH:6][c:7]2[c:15]1[CH:14]([OH:16])[c:13]1[c:8]-2[cH:9][cH:10][cH:11][cH:12]1>>[cH:3]1[cH:4][cH:5][cH:6][c:7]2[c:15]1[CH:14]([O:16][CH2:18][C:19](=[O:20])[O:21][CH2:22][CH3:23])[c:13]1[c:8]-2[cH:9][cH:10][cH:11][cH:12]1. Reactants: [BH3-]C#N, C=O, Cc1cc(CC2CCNCC2)cc2c1C(=O)N(Cc1ccc(OC(F)(F)F)cc1)C2, CC(=O)O, CO, ClCCl, [Na+]. Yields the product Cc1cc(CC2CCN(C)CC2)cc2c1C(=O)N(Cc1ccc(OC(F)(F)F)cc1)C2. As a reaction SMILES: [C:37]([BH3-:38])#[N:39].[CH2:35]=[O:36].[CH3:1][c:2]1[cH:3][c:4]([CH2:24][CH:25]2[CH2:26][CH2:27][NH:28][CH2:29][CH2:30]2)[cH:5][c:6]2[c:10]1[C:9](=[O:11])[N:8]([CH2:12][c:13]1[cH:14][cH:15][c:16]([O:19][C:20]([F:21])([F:22])[F:23])[cH:17][cH:18]1)[CH2:7]2.[CH3:31][C:32](=[O:33])[OH:34].[CH3:41][OH:42].[Cl:43][CH2:44][Cl:45].[Na+:40]>>[CH3:1][c:2]1[cH:3][c:4]([CH2:24][CH:25]2[CH2:26][CH2:27][N:28]([CH3:31])[CH2:29][CH2:30]2)[cH:5][c:6]2[c:10]1[C:9](=[O:11])[N:8]([CH2:12][c:13]1[cH:14][cH:15][c:16]([O:19][C:20]([F:21])([F:22])[F:23])[cH:17][cH:18]1)[CH2:7]2. Reactants: O.[OH-].[Li+] (lithium hydroxide monohydrate), NC=1SC2=C(N1)C=CC(=C2)O (2-amino-1,3-benzothiazol-6-ol), C1(CC1)C(=O)Cl (cyclopropanecarbonyl chloride), [OH-].[Na+] (sodium hydroxide). Reagents/catalysts: CN(C1=CC=NC=C1)C (N,N-dimethylpyridine-4-amine). Run in O (water), N1=CC=CC=C1 (pyridine). Run at time 1.5 hour. The product is OC1=CC2=C(N=C(S2)NC(=O)C2CC2)C=C1 (N-(6-hydroxy-1,3-benzothiazol-2-yl)cyclopropanecarboxamide). The yield is 76.0%. RXN SMILES: [NH2:1][C:2]1[S:3][C:4]2[CH:10]=[C:9]([OH:11])[CH:8]=[CH:7][C:5]=2[N:6]=1.[CH:12]1([C:15](Cl)=[O:16])[CH2:14][CH2:13]1.O.[OH-].[Li+].[OH-].[Na+]>N1C=CC=CC=1.CN(C)C1C=CN=CC=1.O>[OH:11][C:9]1[CH:8]=[CH:7][C:5]2[N:6]=[C:2]([NH:1][C:15]([CH:12]3[CH2:14][CH2:13]3)=[O:16])[S:3][C:4]=2[CH:10]=1 |f:2.3.4,5.6|. Procedure: To a solution of 2-amino-1,3-benzothiazol-6-ol (3.43 g, 20.6 mmol) in pyridine (50 mL) were added cyclopropanecarbonyl chloride (4 mL, 44.1 mmol) and N,N-dimethylpyridine-4-amine (220 mg, 1.80 mmol), and the mixture was stirred at room temperature for 1.5 hr. To the reaction mixture was added lithium hydroxide monohydrate (2.06 g, 49.1 mmol) in water (50 mL) and the mixture was stirred at the same temperature for 1 hr. 5N Aqueous sodium hydroxide solution (50 mL) was added, and the mixture was s...